From a dataset of the Open Reaction Database (ORD), a public repository of structured organic reaction records. describe an organic reaction: reactants, conditions, products, and yield The reactants are BrCc1ccccc1Br, CN(C)C=O, [H-], [Na+], O, OC1CCCCC1. The product is Brc1ccccc1COC1CCCCC1. Reaction SMILES: [Br:10][c:11]1[c:12]([CH2:13][Br:14])[cH:15][cH:16][cH:17][cH:18]1.[CH3:20][N:21]([CH3:22])[CH:23]=[O:24].[H-:1].[Na+:2].[OH2:19].[OH:3][CH:4]1[CH2:5][CH2:6][CH2:7][CH2:8][CH2:9]1>>[O:3]([CH:4]1[CH2:5][CH2:6][CH2:7][CH2:8][CH2:9]1)[CH2:13][c:12]1[c:11]([Br:10])[cH:18][cH:17][cH:16][cH:15]1. The reactants are CCCCOc1cccc(C(=O)O)n1, Nc1nnn[nH]1, O=S(Cl)Cl. Product: CCCCOc1cccc(C(=O)Nc2nnn[nH]2)n1. As a reaction SMILES: [CH2:1]([CH2:2][CH2:3][CH3:4])[O:5][c:6]1[cH:7][cH:8][cH:9][c:10]([C:12](=[O:13])[OH:14])[n:11]1.[NH2:15][c:16]1[n:17][n:18][n:19][nH:20]1.[S:21]([Cl:22])([Cl:23])=[O:24]>>[CH2:1]([CH2:2][CH2:3][CH3:4])[O:5][c:6]1[cH:7][cH:8][cH:9][c:10]([C:12](=[O:14])[NH:15][c:16]2[nH:17][n:18][n:19][n:20]2)[n:11]1. The product is C(C)(=O)NC=1SC=C(N1)/C(/C(=O)O)=C\C (E-2-(2-Acetamidothiazol-4-yl)-2-butenoic acid). Reaction SMILES: [C:1]([NH:4][C:5]1[S:6][CH:7]=[C:8](/[C:10](=[CH:16]\[CH3:17])/[C:11]([O:13]CC)=[O:12])[N:9]=1)(=[O:3])[CH3:2].[OH-].[Na+].Cl>O>[C:1]([NH:4][C:5]1[S:6][CH:7]=[C:8](/[C:10](=[CH:16]\[CH3:17])/[C:11]([OH:13])=[O:12])[N:9]=1)(=[O:3])[CH3:2] |f:1.2|. Run at temperature 25 celsius, time 90 minute. Procedure: 22 parts by weight of ethyl E-2-(2-acetamidothiazol-yl)-2-butenoate are added to a solution of 12 parts by weight of sodium hydroxide in 130 parts by volume of water. After the mixture has been stirred at 25° C. for 90 minutes, 750 parts by volume of water are added, while cooling with ice, and the pH is brought to 2.8 with 2N hydrochloric acid. The product precipitated is filtered off with suction, washed twice with 50 parts by volume of water each time and dried. 17.9 parts by weight of the ti... Starting materials: Cl (hydrochloric acid), C(C)(=O)NC=1SC=C(N1)/C(/C(=O)OCC)=C\C (ethyl E-2-(2-acetamidothiazol-yl)-2-butenoate), 12, [OH-].[Na+] (sodium hydroxide). The solvent is O (water), O (water). The reactants are FC(OC1=CC=C(C=C1)CC=O)F ((4-difluoromethoxyphenyl)-acetaldehyde), [BH4-].[Na+] (Sodium borohydride). Procedure: A solution of (4-difluoromethoxyphenyl)-acetaldehyde 1.22 g, 6 mmol; from step (ii) above) in ethanol (20 mL) was cooled to 0° C. Sodium borohydride (0.27 g, 7.2 mmol) was added and the resulting reaction mixture was stirred at 0° C. for 2 h and then at room temperature for 16 h. After concentration under reduced pressure, the residue was diluted with diethylether (50 mL) and 1 M HCl (50 mL). The phases were separated and the organic phase was washed with water (50 mL) and brine (50 mL), dried o... The solvent is C(C)O (ethanol). As a reaction SMILES: [F:1][CH:2]([F:13])[O:3][C:4]1[CH:9]=[CH:8][C:7]([CH2:10][CH:11]=[O:12])=[CH:6][CH:5]=1.[BH4-].[Na+]>C(O)C>[F:1][CH:2]([F:13])[O:3][C:4]1[CH:5]=[CH:6][C:7]([CH2:10][CH2:11][OH:12])=[CH:8][CH:9]=1 |f:1.2|. Reaction conditions: temperature 0 celsius, time 2 hour. Isolated yield 54.9%. Yields the product FC(OC1=CC=C(C=C1)CCO)F (2-(4-Difluoromethoxyphenyl)-ethanol). Reactants: OC1=CC=C(C=O)C=C1 (4-hydroxybenzaldehyde), C([O-])([O-])=O.[K+].[K+] (potassium carbonate), CN(C=O)C (N,N-dimethylformamide), BrCCO (2-bromoethanol). Solvent: O (water). Reaction conditions: temperature 60 celsius, time 2 hour. Product: OCCOC1=CC=C(C=O)C=C1 (4-(2-hydroxyethoxy)benzaldehyde). RXN SMILES: [OH:1][C:2]1[CH:9]=[CH:8][C:5]([CH:6]=[O:7])=[CH:4][CH:3]=1.C(=O)([O-])[O-].[K+].[K+].CN(C)C=O.Br[CH2:22][CH2:23][OH:24]>O>[OH:24][CH2:23][CH2:22][O:1][C:2]1[CH:9]=[CH:8][C:5]([CH:6]=[O:7])=[CH:4][CH:3]=1 |f:1.2.3|. Procedure: 12.2 g (0.1 mol) of 4-hydroxybenzaldehyde, 16.6 g (0.12 mol) of potassium carbonate and 100 ml of N,N-dimethylformamide were put in a three-neck 300 ml-flask equipped with a thermometer and a stirrer and heated up to 60° C. To this mixture was dropwise added 25.0 g (0.2 mol) of 2-bromoethanol. The internal temperature rose up to 80° C. due to the reaction heat. Afterwards, the reaction system was heated and stirred at 100° C. for 2 hours. The reaction mixture was cooled to room temperature, pour...